Dataset: the Open Reaction Database (ORD), a public repository of structured organic reaction records. Task: describe an organic reaction: reactants, conditions, products, and yield Reactants: C12C(C3CC(CC(C1)C3)C2)=O (Adamantanone), [N+](=O)[O-] (nitrogen dioxide). Run in [N+](=O)(O)[O-] (nitric acid). Run at time 72 hour. Product: OC12CC3C(C(CC(C1)C3)C2)=O (5-hydroxy-adamantan-2-one). RXN SMILES: [CH:1]12[CH2:10][CH:5]3[CH2:6][CH:7]([CH2:9][CH:3]([CH2:4]3)[C:2]1=[O:11])[CH2:8]2.[N+]([O-])=[O:13]>[N+]([O-])(O)=O>[OH:13][C:7]12[CH2:9][CH:3]3[CH2:4][CH:5]([CH2:10][CH:1]([C:2]3=[O:11])[CH2:8]1)[CH2:6]2 |^1:11|. Reported procedure: Adamantanone (12 g, 80 mmol) was added under stirring to nitric acid (98%, 100 mL) at ice bath temperature over a period of 15 minutes. The reaction mixture was stirred at room temperature for 72 h and then heated to 60° C., for 2 h until most of the nitrogen dioxide evaporated. Excess nitric acid was distilled off under reduced pressure. The light yellow oil solidified upon cooling (NO3 adduct of the hydroxyketone). Water (40 mL) and conc. H2SO4 (98%, 15 mL) were added. The resulting clear yell... Reactants: [H-].[Na+] (sodium hydride), oil, C1(CCCCC1)C=1C=CC(=C(C1)C(O)(C1=CC=CC=C1)C)O (5-cyclohexyl-2-hydroxy-α-methyl-α-phenyl-benzene-methanol), ClC(C(=O)O)Cl (dichloroacetic acid). Solvent: O1CCOCC1 (dioxane), O1CCOCC1 (dioxane), O1CCOCC1 (dioxane). Reaction conditions: temperature 80 celsius, time 2 hour. Product: C1(CCCCC1)C1=CC2=C(OC(OC2(C2=CC=CC=C2)C)C(=O)O)C=C1 (6-cyclohexyl-4-methyl-4-phenyl-[4H]-1,3-benzodioxin-2-carboxylic acid). Yield: 75.8%. RXN SMILES: Cl[CH:2](Cl)[C:3]([OH:5])=[O:4].[H-].[Na+].[CH:9]1([C:15]2[CH:16]=[CH:17][C:18]([OH:30])=[C:19]([C:21]([CH3:29])([C:23]3[CH:28]=[CH:27][CH:26]=[CH:25][CH:24]=3)[OH:22])[CH:20]=2)[CH2:14][CH2:13][CH2:12][CH2:11][CH2:10]1>O1CCOCC1>[CH:9]1([C:15]2[CH:16]=[CH:17][C:18]3[O:30][CH:2]([C:3]([OH:5])=[O:4])[O:22][C:21]([CH3:29])([C:23]4[CH:28]=[CH:27][CH:26]=[CH:25][CH:24]=4)[C:19]=3[CH:20]=2)[CH2:10][CH2:11][CH2:12][CH2:13][CH2:14]1 |f:1.2|. Procedure: A solution of 14.18 g of dichloroacetic acid in 150 ml of dioxane was added with stirring at room temperature to a mixture of 11.8 g of sodium hydride as a 50% oil suspension, 120 ml of dioxane and 1.05 g of dibenzo-18-courone-6 and then a solution of 20.74 g of the product of Step B in 250 ml of dioxane was added dropwise thereto. The mixture was stirred at 80° C. for 2 hours and was cooled and poured into ice. The aqueous phase was washed with 300 ml of ether, was acidified with 30 ml of conce... The reactants are BrC=1C=CC(=C(C1)[C@]1(NC(COC(C1(F)F)(C)C)=O)C)F ((R)-5-(5-bromo-2-fluorophenyl)-6,6-difluoro-5,7,7-trimethyl-1,4-oxazepan-3-one), NC=1C=NC=C(C1)F (3-amino-5-fluoropyridine). Yields the product FC1([C@@](NC(COC1(C)C)=O)(C)C1=C(C=CC(=C1)NC=1C=NC=C(C1)F)F)F ((R)-6,6-difluoro-5-(2-fluoro-5-(5-fluoropyridin-3-ylamino)phenyl)-5,7,7-trimethyl-1,4-oxazepan-3-one). Isolated yield 26.0%. RXN SMILES: Br[C:2]1[CH:3]=[CH:4][C:5]([F:21])=[C:6]([C@:8]2([CH3:20])[C:14]([F:16])([F:15])[C:13]([CH3:18])([CH3:17])[O:12][CH2:11][C:10](=[O:19])[NH:9]2)[CH:7]=1.[NH2:22][C:23]1[CH:24]=[N:25][CH:26]=[C:27]([F:29])[CH:28]=1>>[F:15][C:14]1([F:16])[C:13]([CH3:18])([CH3:17])[O:12][CH2:11][C:10](=[O:19])[NH:9][C@@:8]1([C:6]1[CH:7]=[C:2]([NH:22][C:23]2[CH:24]=[N:25][CH:26]=[C:27]([F:29])[CH:28]=2)[CH:3]=[CH:4][C:5]=1[F:21])[CH3:20]. Reported procedure: Prepared in an analogous manner as described for intermediate A9A or A13A from (R)-5-(5-bromo-2-fluorophenyl)-6,6-difluoro-5,7,7-trimethyl-1,4-oxazepan-3-one (intermediate A16B) (200 mg, 546 μmol) and commercially available 3-amino-5-fluoropyridine [CAS no 210169-05-4] (122 mg, 1.09 mmol). The (R)-6,6-difluoro-5-(2-fluoro-5-(5-fluoropyridin-3-ylamino)phenyl)-5,7,7-trimethyl-1,4-oxazepan-3-one (56 mg, 26%) was obtained as an off-white foam. MS (ISP): m/z=398.2 [(M+H)+]. Starting materials: Cn1ccc(S(=O)(=O)Cl)c1, ClCCl, NCCOc1ccc2c(c1)C(Cc1cccc(F)c1)C(N1CCCC1)CC2. Yields the product Cn1ccc(S(=O)(=O)NCCOc2ccc3c(c2)C(Cc2cccc(F)c2)C(N2CCCC2)CC3)c1. RXN SMILES: [CH3:28][n:29]1[cH:30][c:31]([S:34](=[O:35])(=[O:36])[Cl:37])[cH:32][cH:33]1.[Cl:38][CH2:39][Cl:40].[F:1][c:2]1[cH:3][c:4]([CH2:5][CH:6]2[CH:7]([N:20]3[CH2:21][CH2:22][CH2:23][CH2:24]3)[CH2:8][CH2:9][c:10]3[cH:11][cH:12][c:13]([O:16][CH2:17][CH2:18][NH2:19])[cH:14][c:15]32)[cH:25][cH:26][cH:27]1>>[F:1][c:2]1[cH:3][c:4]([CH2:5][CH:6]2[CH:7]([N:20]3[CH2:21][CH2:22][CH2:23][CH2:24]3)[CH2:8][CH2:9][c:10]3[cH:11][cH:12][c:13]([O:16][CH2:17][CH2:18][NH:19][S:34]([c:31]4[cH:30][n:29]([CH3:28])[cH:33][cH:32]4)(=[O:35])=[O:36])[cH:14][c:15]32)[cH:25][cH:26][cH:27]1. Starting materials: Brc1cccnc1, [Mg+]C1CCCC1, [Cl-], C1CCOC1. The product is c1cncc(C2CCCC2)c1. RXN SMILES: [Br:1][c:2]1[cH:3][n:4][cH:5][cH:6][cH:7]1.[CH:9]1([Mg+:14])[CH2:10][CH2:11][CH2:12][CH2:13]1.[Cl-:8].[O:15]1[CH2:16][CH2:17][CH2:18][CH2:19]1>>[c:2]1([CH:9]2[CH2:10][CH2:11][CH2:12][CH2:13]2)[cH:3][n:4][cH:5][cH:6][cH:7]1.